Task: describe an organic reaction: reactants, conditions, products, and yield. Dataset: the Open Reaction Database (ORD), a public repository of structured organic reaction records Reactants: FC1=CC=C(C=C1)C(C)=O (4'-fluoroacetophenone), CC=1N=CNC1 (4-methylimidazole), C([O-])([O-])=O.[K+].[K+] (potassium carbonate). Run in CN(C=O)C (dimethylformamide). Conditions: temperature 150 celsius. Yields the product CC=1N=CN(C1)C1=CC=C(C=C1)C(C)=O (4'-(4-Methylimidazol-1-yl)acetophenone). Isolated yield 20.0%. As a reaction SMILES: F[C:2]1[CH:7]=[CH:6][C:5]([C:8](=[O:10])[CH3:9])=[CH:4][CH:3]=1.[CH3:11][C:12]1[N:13]=[CH:14][NH:15][CH:16]=1.C(=O)([O-])[O-].[K+].[K+]>CN(C)C=O>[CH3:11][C:12]1[N:13]=[CH:14][N:15]([C:2]2[CH:7]=[CH:6][C:5]([C:8](=[O:10])[CH3:9])=[CH:4][CH:3]=2)[CH:16]=1 |f:2.3.4|. Procedure: A mixture of 4'-fluoroacetophenone (13.8 g, 100 mmol), 4-methylimidazole (8.2 g, 100 ml) and potassium carbonate (20.7 g, 150 mmol) in dry dimethylformamide (190 ml) was heated at 150° C. for 23 hours. Most of the solvent was evaporated at reduced pressure and the residue was partitioned between ethyl acetate and brine. The organic layer was washed (3×) with brine, dried (magnesium sulphate) and evaporated to leave a sticky solid which was purified by flash chromatography (eluting 5% diethylamin...